This data is from the Open Reaction Database (ORD), a public repository of structured organic reaction records. The task is: describe an organic reaction: reactants, conditions, products, and yield Starting materials: O1CCCC1 (tetrahydrofuran), BrC1=CC=C(C=C1)F (1-bromo-4-fluorobenzene), C(CCC)[Li] (n-butyl lithium), O1CCCC1 (tetrahydrofuran), CC1N(CCC(C1)=O)C(=O)OC(C)(C)C (tert-butyl 2-methyl-4-oxopiperidine-1-carboxylate), resultant mixture, resultant mixture, resultant mixture. Run in O (water), C(C)(=O)OCC (ethyl acetate). Product: FC1=CC=C(C=C1)C1(CC(N(CC1)C(=O)OC(C)(C)C)C)O (tert-Butyl 4-(4-fluorophenyl)-4-hydroxy-2-methylpiperidine-1-carboxylate). The yield is 100.7%. RXN SMILES: O1CCCC1.Br[C:7]1[CH:12]=[CH:11][C:10]([F:13])=[CH:9][CH:8]=1.C([Li])CCC.[CH3:19][CH:20]1[CH2:25][C:24](=[O:26])[CH2:23][CH2:22][N:21]1[C:27]([O:29][C:30]([CH3:33])([CH3:32])[CH3:31])=[O:28]>C(OCC)(=O)C.O>[F:13][C:10]1[CH:11]=[CH:12][C:7]([C:24]2([OH:26])[CH2:23][CH2:22][N:21]([C:27]([O:29][C:30]([CH3:32])([CH3:31])[CH3:33])=[O:28])[CH:20]([CH3:19])[CH2:25]2)=[CH:8][CH:9]=1. Procedure: To a tetrahydrofuran solution (10 mL) of 1-bromo-4-fluorobenzene (492 mg, 2.81 mmol), n-butyl lithium (1.62 M, hexane solution) (1.73 mL, 2.81 mmol) was added at −78° C. and the resultant mixture was stirred for 40 minutes. To the reaction solution, a tetrahydrofuran solution of tert-butyl 2-methyl-4-oxopiperidine-1-carboxylate (500 mg, 2.34 mmol) was added and the resultant mixture was stirred at room temperature for 1 day. After completion of the reaction, water was added to the reaction solut... Starting materials: CCN=C=NCCCN(C)C, CN1CCCC1=O, ClCCl, O=C(O)c1cc(I)cc([N+](=O)[O-])c1, COCC(C)N, CN(C)C=O, On1nnc2ccccc21. Yields the product COCC(C)NC(=O)c1cc(I)cc([N+](=O)[O-])c1. Reaction SMILES: [CH3:1][CH2:2][N:3]=[C:4]=[N:5][CH2:6][CH2:7][CH2:8][N:9]([CH3:10])[CH3:11].[CH3:41][N:42]1[CH2:43][CH2:44][CH2:45][C:46]1=[O:47].[Cl:48][CH2:49][Cl:50].[I:12][c:13]1[cH:14][c:15]([C:16](=[O:17])[OH:18])[cH:19][c:20]([N+:22](=[O:23])[O-:24])[cH:21]1.[NH2:35][CH:36]([CH2:37][O:38][CH3:39])[CH3:40].[O:51]=[CH:52][N:53]([CH3:54])[CH3:55].[OH:25][n:26]1[c:27]2[c:28]([cH:29][cH:30][cH:31][cH:32]2)[n:33][n:34]1>>[I:12][c:13]1[cH:14][c:15]([C:16](=[O:18])[NH:35][CH:36]([CH2:37][O:38][CH3:39])[CH3:40])[cH:19][c:20]([N+:22](=[O:23])[O-:24])[cH:21]1.